Dataset: the Open Reaction Database (ORD), a public repository of structured organic reaction records. Task: describe an organic reaction: reactants, conditions, products, and yield Reactants: FC=1C=CC(=C(OCC=2C(=CC=C3NC(C(N(C23)C)=O)(C)C)C2=C(C=C(C=C2)OCOC)OC)C1)C (8-(5-Fluoro-2-methylphenoxymethyl)-7-(2-methoxy-4-methoxymethoxyphenyl)-1,3,3-trimethyl-3,4-dihydro-1H-quinoxalin-2-one), Cl.O1CCOCC1 (hydrochloride 1,4-dioxane). The solvent is O1CCOCC1 (1,4-dioxane), CO (methanol), C(C)(=O)OCC (ethyl acetate). Conditions: time 1 hour. Yields the product FC=1C=CC(=C(OCC=2C(=CC=C3NC(C(N(C23)C)=O)(C)C)C2=C(C=C(C=C2)O)OC)C1)C (8-(5-Fluoro-2-methylphenoxymethyl)-7-(4-hydroxy-2-methoxyphenyl)-1,3,3-trimethyl-3,4-dihydro-1H-quinoxalin-2-one). Isolated yield 96.9%. RXN SMILES: [F:1][C:2]1[CH:3]=[CH:4][C:5]([CH3:36])=[C:6]([CH:35]=1)[O:7][CH2:8][C:9]1[C:10]([C:23]2[CH:28]=[CH:27][C:26]([O:29]COC)=[CH:25][C:24]=2[O:33][CH3:34])=[CH:11][CH:12]=[C:13]2[C:18]=1[N:17]([CH3:19])[C:16](=[O:20])[C:15]([CH3:22])([CH3:21])[NH:14]2.Cl.O1CCOCC1>O1CCOCC1.CO.C(OCC)(=O)C>[F:1][C:2]1[CH:3]=[CH:4][C:5]([CH3:36])=[C:6]([CH:35]=1)[O:7][CH2:8][C:9]1[C:10]([C:23]2[CH:28]=[CH:27][C:26]([OH:29])=[CH:25][C:24]=2[O:33][CH3:34])=[CH:11][CH:12]=[C:13]2[C:18]=1[N:17]([CH3:19])[C:16](=[O:20])[C:15]([CH3:22])([CH3:21])[NH:14]2 |f:1.2|. Procedure: 8-(5-Fluoro-2-methylphenoxymethyl)-7-(2-methoxy-4-methoxymethoxyphenyl)-1,3,3-trimethyl-3,4-dihydro-1H-quinoxalin-2-one (Reference Compound No. 8-1, 2.73 g, 5.52 mmol) was dissolved in a mixed solution of 1,4-dioxane (25 mL) and methanol (5 mL), and 4N hydrochloride/1,4-dioxane solution (7.0 mL, 28 mmol) was added thereto. After the reaction mixture was stirred at room temperature for 1 hour, the mixture was diluted with ethyl acetate (130 mL). The mixture was washed with aqueous sodium hydrogen... Reactants: C[n+]1ccn(C(=O)N2CCC(O[Si](C)(C)C(C)(C)C)CC2)c1, CN(C)C=O, [I-], C1CN2CCN1CC2, O=C(Nc1ccc(O)nc1)c1ccccc1. Yields the product CC(C)(C)[Si](C)(C)OC1CCN(C(=O)Oc2ccc(NC(=O)c3ccccc3)cn2)CC1. RXN SMILES: [C:18]([CH3:19])([CH3:20])([CH3:21])[Si:22]([O:23][CH:24]1[CH2:25][CH2:26][N:27]([C:30](=[O:31])[n:32]2[cH:33][cH:34][n+:35]([CH3:36])[cH:37]2)[CH2:28][CH2:29]1)([CH3:38])[CH3:39].[CH3:48][N:49]([CH3:50])[CH:51]=[O:52].[I-:17].[N:40]12[CH2:41][CH2:42][N:43]([CH2:44][CH2:45]1)[CH2:46][CH2:47]2.[OH:1][c:2]1[cH:3][cH:4][c:5]([NH:8][C:9]([c:10]2[cH:11][cH:12][cH:13][cH:14][cH:15]2)=[O:16])[cH:6][n:7]1>>[O:1]([c:2]1[cH:3][cH:4][c:5]([NH:8][C:9]([c:10]2[cH:11][cH:12][cH:13][cH:14][cH:15]2)=[O:16])[cH:6][n:7]1)[C:30]([N:27]1[CH2:26][CH2:25][CH:24]([O:23][Si:22]([C:18]([CH3:19])([CH3:20])[CH3:21])([CH3:38])[CH3:39])[CH2:29][CH2:28]1)=[O:31]. Starting materials: CN(C)C=O, CCOC(C)=O, CCCCCC, O=C=NC(=O)Cc1ccc(F)cc1, Nc1ccc(Oc2ccnc(NC(=O)N3CCC(CN4CCCC4)CC3)c2)cc1. Product: O=C(Cc1ccc(F)cc1)NC(=O)Nc1ccc(Oc2ccnc(NC(=O)N3CCC(CN4CCCC4)CC3)c2)cc1. RXN SMILES: [CH3:43][N:44]([CH3:45])[CH:46]=[O:47].[CH3:48][CH2:49][O:50][C:51](=[O:52])[CH3:53].[CH3:54][CH2:55][CH2:56][CH2:57][CH2:58][CH3:59].[F:30][c:31]1[cH:32][cH:33][c:34]([CH2:37][C:38](=[O:39])[N:40]=[C:41]=[O:42])[cH:35][cH:36]1.[NH2:1][c:2]1[cH:3][cH:4][c:5]([O:6][c:7]2[cH:8][c:9]([NH:13][C:14](=[O:15])[N:16]3[CH2:17][CH2:18][CH:19]([CH2:22][N:23]4[CH2:24][CH2:25][CH2:26][CH2:27]4)[CH2:20][CH2:21]3)[n:10][cH:11][cH:12]2)[cH:28][cH:29]1>>[NH:1]([c:2]1[cH:3][cH:4][c:5]([O:6][c:7]2[cH:8][c:9]([NH:13][C:14](=[O:15])[N:16]3[CH2:17][CH2:18][CH:19]([CH2:22][N:23]4[CH2:24][CH2:25][CH2:26][CH2:27]4)[CH2:20][CH2:21]3)[n:10][cH:11][cH:12]2)[cH:28][cH:29]1)[C:41]([NH:40][C:38]([CH2:37][c:34]1[cH:33][cH:32][c:31]([F:30])[cH:36][cH:35]1)=[O:39])=[O:42]. Reactants: NCC=1OC=C(C(C1)=O)OC (2-aminomethyl-5-methoxy-pyran-4-one), COC=C1C(NC(C2=CC=C(C=C12)N1C=CC=C1)=O)=O (4-methoxymethylene-6-pyrrol-1-yl-4H-isoquinoline-1,3-dione). Run in CN(C=O)C (N,N-dimethylformamide). Run at time 1 hour. Product: COC=1C(C=C(OC1)CNC=C1C(NC(C2=CC=C(C=C12)N1C=CC=C1)=O)=O)=O (4-{[(5-Methoxy-4-oxo-4H-pyran-2-ylmethyl)-amino]-methylene}-6-pyrrol-1-yl-4H-isoquinoline-1,3-dione). RXN SMILES: [NH2:1][CH2:2][C:3]1[O:4][CH:5]=[C:6]([O:10][CH3:11])[C:7](=[O:9])[CH:8]=1.CO[CH:14]=[C:15]1[C:24]2[C:19](=[CH:20][CH:21]=[C:22]([N:25]3[CH:29]=[CH:28][CH:27]=[CH:26]3)[CH:23]=2)[C:18](=[O:30])[NH:17][C:16]1=[O:31]>CN(C)C=O>[CH3:11][O:10][C:6]1[C:7](=[O:9])[CH:8]=[C:3]([CH2:2][NH:1][CH:14]=[C:15]2[C:24]3[C:19](=[CH:20][CH:21]=[C:22]([N:25]4[CH:29]=[CH:28][CH:27]=[CH:26]4)[CH:23]=3)[C:18](=[O:30])[NH:17][C:16]2=[O:31])[O:4][CH:5]=1. Procedure: A mixture of 2-aminomethyl-5-methoxy-pyran-4-one (116 mg, 0.75 mmole), 4 mL of N,N-dimethylformamide and 4-methoxymethylene-6-pyrrol-1-yl-4H-isoquinoline-1,3-dione (201 mg, 0.80 mmole) is stirred for one hour at ambient temperature. The reaction mixture is evaporated to dryness, dissolved in 7.5% methanol in chloroform passed through Florisil eluting with 7.5% methanol in chloroform. The eluate is evaporated, treated with acetonitrile, the resulting solid filtered and dried to give a beige solid... Reactants: CS(=O)(=O)Cl, NCCOc1ccc2c(c1)S(=O)(=O)N=C(c1c(O)c3ccccc3n(NCC3CC3)c1=O)N2, c1ccncc1. The product is CS(=O)(=O)NCCOc1ccc2c(c1)S(=O)(=O)N=C(c1c(O)c3ccccc3n(NCC3CC3)c1=O)N2. As a reaction SMILES: [CH3:34][S:35]([Cl:36])(=[O:37])=[O:38].[NH2:1][CH2:2][CH2:3][O:4][c:5]1[cH:6][c:7]2[c:8]([cH:32][cH:33]1)[NH:9][C:10]([c:15]1[c:16](=[O:31])[n:17]([NH:26][CH2:27][CH:28]3[CH2:29][CH2:30]3)[c:18]3[cH:19][cH:20][cH:21][cH:22][c:23]3[c:24]1[OH:25])=[N:11][S:12]2(=[O:13])=[O:14].[cH:39]1[cH:40][cH:41][n:42][cH:43][cH:44]1>>[NH:1]([CH2:2][CH2:3][O:4][c:5]1[cH:6][c:7]2[c:8]([cH:32][cH:33]1)[NH:9][C:10]([c:15]1[c:16](=[O:31])[n:17]([NH:26][CH2:27][CH:28]3[CH2:29][CH2:30]3)[c:18]3[cH:19][cH:20][cH:21][cH:22][c:23]3[c:24]1[OH:25])=[N:11][S:12]2(=[O:13])=[O:14])[S:35]([CH3:34])(=[O:37])=[O:38]. Starting materials: C(CC)(=O)OC (methyl propionate), ClC1=C(C=O)C=CC=C1Cl (2,3-dichlorobenzaldehyde), NC1=NNC=C1 (3-aminopyrazole), C(#N)CC(CC)=O (1-cyanobutan-2-one). Yields the product C(#N)C=1C(C=2C(NC1CC)=NNC2)C2=C(C(=CC=C2)Cl)Cl (5-Cyano-4-(2,3-dichlorophenyl)-6-ethyl-4,7-dihydro-2H-pyrazolo[3,4-b]pyridine). RXN SMILES: C(OC)(=O)CC.[Cl:7][C:8]1[C:15]([Cl:16])=[CH:14][CH:13]=[CH:12][C:9]=1[CH:10]=O.[NH2:17][C:18]1[CH:22]=[CH:21][NH:20][N:19]=1.[C:23]([CH2:25][C:26](=O)[CH2:27][CH3:28])#[N:24]>>[C:23]([C:25]1[CH:10]([C:9]2[CH:12]=[CH:13][CH:14]=[C:15]([Cl:16])[C:8]=2[Cl:7])[C:22]2[C:18](=[N:19][NH:20][CH:21]=2)[NH:17][C:26]=1[CH2:27][CH3:28])#[N:24]. Procedure: The title compound was prepared from methyl propionate, 2,3-dichlorobenzaldehyde, 3-aminopyrazole and 1-cyanobutan-2-one in the same manner as in Example 94. Starting materials: C1=CC=CC=2SC3=C(C21)C(=C2C=CC=CC2=C3)C3=CC(=C(C(=C3)I)O)I (4-(Benzo[b]naphtho[2,3-d]thiophen-11-yl)-2,6-diiodo-phenol), CN(C=O)C (N,N-dimethylformamide), BrCC(=O)OC (methyl bromoacetate), C([O-])([O-])=O.[K+].[K+] (potassium carbonate). Run in O (water). Run at time 1 hour. Yields the product COC(COC1=C(C=C(C=C1I)C1=C2C=CC=CC2=CC2=C1C1=C(S2)C=CC=C1)I)=O ((4-benzo [b]naphtho[2,3-d]thiophen-11-yl-2,6-diiodo-phenoxy)-acetic acid methyl ester). The yield is 87.9%. Reaction SMILES: [CH:1]1[C:9]2[C:8]3[C:10]([C:18]4[CH:23]=[C:22]([I:24])[C:21]([OH:25])=[C:20]([I:26])[CH:19]=4)=[C:11]4[C:16](=[CH:17][C:7]=3[S:6][C:5]=2[CH:4]=[CH:3][CH:2]=1)[CH:15]=[CH:14][CH:13]=[CH:12]4.Br[CH2:28][C:29]([O:31][CH3:32])=[O:30].C(=O)([O-])[O-].[K+].[K+].CN(C)C=O>O>[CH3:32][O:31][C:29](=[O:30])[CH2:28][O:25][C:21]1[C:20]([I:26])=[CH:19][C:18]([C:10]2[C:8]3[C:9]4[CH:1]=[CH:2][CH:3]=[CH:4][C:5]=4[S:6][C:7]=3[CH:17]=[C:16]3[C:11]=2[CH:12]=[CH:13][CH:14]=[CH:15]3)=[CH:23][C:22]=1[I:24] |f:2.3.4|. Reported procedure: 4-(Benzo[b]naphtho[2,3-d]thiophen-11-yl)-2,6-diiodo-phenol (0.543 g, 0.94 mmol), methyl bromoacetate (0.181 mL, 1.88 mmol), potassium carbonate (0.141 g, 1.03 mmol) and N,N-dimethylformamide (5.4 mL) were combined and stirred at ambient temperature for 1 h. The reaction mixture was added to water and filtered. The solid was washed with water and dried in vacuo to provide the (4-benzo [b]naphtho[2,3-d]thiophen-11-yl-2,6-diiodo-phenoxy)-acetic acid methyl ester as a white solid (0.537 g, 88%): mp ... Reactants: C(C)(C)(C)OC(=O)N1CCN(CC1)C1=CC=C(C=N1)C1=C(N=C2N1N=CC=C2N2CCOCC2)C(=O)O (3-(6-(4-(tert-Butoxycarbonyl)piperazin-1-yl)pyridin-3-yl)-8-morpholinoimidazo[1,2-b]pyridazine-2-carboxylic acid), [Si](C)(C)(C)N=[N+]=[N-] (TMSN3), C[Si](CCO)(C)C (2-(trimethylsilyl)ethanol), C(C(=O)Cl)(=O)Cl (Oxalyl chloride), [Si](C)(C)(C)N=[N+]=[N-] (TMSN3). Run in CN(C)C=O (DMF), C(Cl)Cl (DCM). Conditions: temperature 100 celsius, time 20 minute. Yields the product O1CCN(CC1)C=1C=2N(N=CC1)C(=C(N2)NC(=O)OCC[Si](C)(C)C)C=2C=CC(=NC2)N2CCN(CC2)C(=O)OC(C)(C)C (tert-Butyl 4-(5-(8-morpholino-2-(((2-(trimethylsilyl)ethoxy)carbonyl)amino)imidazo[1,2-b]pyridazin-3-yl)pyridin-2-yl)piperazine-1-carboxylate). RXN SMILES: [C:1]([O:5][C:6]([N:8]1[CH2:13][CH2:12][N:11]([C:14]2[N:19]=[CH:18][C:17]([C:20]3[N:24]4[N:25]=[CH:26][CH:27]=[C:28]([N:29]5[CH2:34][CH2:33][O:32][CH2:31][CH2:30]5)[C:23]4=[N:22][C:21]=3C(O)=O)=[CH:16][CH:15]=2)[CH2:10][CH2:9]1)=[O:7])([CH3:4])([CH3:3])[CH3:2].[C:38](Cl)(=[O:42])C(Cl)=O.[Si]([N:48]=[N+]=[N-])(C)(C)C.[CH3:51][Si:52]([CH3:57])([CH3:56])[CH2:53][CH2:54][OH:55]>CN(C=O)C.C(Cl)Cl>[O:32]1[CH2:33][CH2:34][N:29]([C:28]2[C:23]3[N:24]([C:20]([C:17]4[CH:16]=[CH:15][C:14]([N:11]5[CH2:10][CH2:9][N:8]([C:6]([O:5][C:1]([CH3:2])([CH3:4])[CH3:3])=[O:7])[CH2:13][CH2:12]5)=[N:19][CH:18]=4)=[C:21]([NH:48][C:38]([O:55][CH2:54][CH2:53][Si:52]([CH3:57])([CH3:56])[CH3:51])=[O:42])[N:22]=3)[N:25]=[CH:26][CH:27]=2)[CH2:30][CH2:31]1. Reported procedure: Compound 20c (250 mg, 0.491 mmol) was placed in a 20 mL vial equipped with a stir bar and then DCM (4 mL) and DMF (10 μL) were added. Oxalyl chloride (100 μL, 1.15 mmol) was added dropwise via syringe and then the reaction was stirred for 20 min. The solvent was removed under reduced pressure. The residue was dissolved in DCM (25 mL) and then TMSN3 (100 μL, 0.760 mmol) was added. The reaction was stirred at rt for 16 h and then additional TMSN3 (100 μL, 0.760 mmol) was added. The reaction was st...